From a dataset of the Open Reaction Database (ORD), a public repository of structured organic reaction records. describe an organic reaction: reactants, conditions, products, and yield Reactants: BrC1=CC=C(C=C1)C1=C(C(=NO1)C)NC(C)[C@H]1[C@@H](C1)C1=CC=CC=C1 ([5-(4-bromo-phenyl)-3-methyl-isoxazol-4-yl]-[trans-1-(2-phenyl-cyclopropyl)-ethyl]-amine), C(C)OC(=O)C1(CC1)C1=CC=C(C=C1)B1OC(C(O1)(C)C)(C)C (1-[4-(4,4,5,5-tetramethyl-[1,3,2]dioxaborolan-2-yl)-phenyl]-cyclopropanecarboxylic acid ethyl ester). Yields the product C(C)OC(=O)C1(CC1)C1=CC=C(C=C1)C1=CC=C(C=C1)C1=C(C(=NO1)C)NC(C)[C@H]1[C@@H](C1)C1=CC=CC=C1 (1-(4′-{3-Methyl-4-[trans-1-(2-phenyl-cyclopropyl)-ethylamino]-isoxazol-5-yl}-biphenyl-4-yl)-cyclopropanecarboxylic acid ethyl ester). Reaction SMILES: Br[C:2]1[CH:7]=[CH:6][C:5]([C:8]2[O:12][N:11]=[C:10]([CH3:13])[C:9]=2[NH:14][CH:15]([C@@H:17]2[CH2:19][C@H:18]2[C:20]2[CH:25]=[CH:24][CH:23]=[CH:22][CH:21]=2)[CH3:16])=[CH:4][CH:3]=1.[CH2:26]([O:28][C:29]([C:31]1([C:34]2[CH:39]=[CH:38][C:37](B3OC(C)(C)C(C)(C)O3)=[CH:36][CH:35]=2)[CH2:33][CH2:32]1)=[O:30])[CH3:27]>>[CH2:26]([O:28][C:29]([C:31]1([C:34]2[CH:39]=[CH:38][C:37]([C:2]3[CH:7]=[CH:6][C:5]([C:8]4[O:12][N:11]=[C:10]([CH3:13])[C:9]=4[NH:14][CH:15]([C@@H:17]4[CH2:19][C@H:18]4[C:20]4[CH:21]=[CH:22][CH:23]=[CH:24][CH:25]=4)[CH3:16])=[CH:4][CH:3]=3)=[CH:36][CH:35]=2)[CH2:32][CH2:33]1)=[O:30])[CH3:27]. Reported procedure: Prepared according to the procedure described in Example 42, Step 2, using [5-(4-bromo-phenyl)-3-methyl-isoxazol-4-yl]-[trans-1-(2-phenyl-cyclopropyl)-ethyl]-amine and 1-[4-(4,4,5,5-tetramethyl-[1,3,2]dioxaborolan-2-yl)-phenyl]-cyclopropanecarboxylic acid ethyl ester.